describe an organic reaction: reactants, conditions, products, and yield From a dataset of the Open Reaction Database (ORD), a public repository of structured organic reaction records. Starting materials: Cl.ClC1=CC=C(OC2=CC=C(OC[C@H]3NCCCC3)C=C2)C=C1 ((S)-2-[4-(4-chloro-phenoxy)-phenoxymethyl]-piperidine hydrochloride), ClCC1=NOC=N1 (3-(chloromethyl)-1,2,4-oxadiazole), C([O-])([O-])=O.[K+].[K+] (potassium carbonate). Solvent: CN(C)C=O (DMF). Product: ClC1=CC=C(OC2=CC=C(OC[C@H]3N(CCCC3)CC3=NC=NO3)C=C2)C=C1 ((S)-2-[4-(4-Chloro-phenoxy)-phenoxymethyl]-1-[1,2,4]oxadiazol-5-ylmethyl-piperidine). The yield is 41.4%. As a reaction SMILES: Cl.[Cl:2][C:3]1[CH:23]=[CH:22][C:6]([O:7][C:8]2[CH:21]=[CH:20][C:11]([O:12][CH2:13][C@@H:14]3[CH2:19][CH2:18][CH2:17][CH2:16][NH:15]3)=[CH:10][CH:9]=2)=[CH:5][CH:4]=1.ClC[C:26]1[N:30]=[CH:29][O:28][N:27]=1.[C:31](=O)([O-])[O-].[K+].[K+]>CN(C=O)C>[Cl:2][C:3]1[CH:23]=[CH:22][C:6]([O:7][C:8]2[CH:21]=[CH:20][C:11]([O:12][CH2:13][C@@H:14]3[CH2:19][CH2:18][CH2:17][CH2:16][N:15]3[CH2:31][C:29]3[O:28][N:27]=[CH:26][N:30]=3)=[CH:10][CH:9]=2)=[CH:5][CH:4]=1 |f:0.1,3.4.5|. Procedure: A mixture of (S)-2-[4-(4-chloro-phenoxy)-phenoxymethyl]-piperidine hydrochloride (218 mg, 0.615 mmol), 3-(chloromethyl)-1,2,4-oxadiazole (47 mg, 0.393 mmol), and potassium carbonate (87 mg, 0.629 mmol) in DMF (2.5 mL) was heated for 18 h at rt. The solvent was removed in vacuo to obtain the crude mixture, which was purified by silica gel flash chromatography to obtain the title product (65 mg, 51%): MS; m/z 400 (M+H):: LCMS (UV) 93%. The reactants are [BH3-]C#N, O=C([O-])O, CCOC(=O)C1CCCCC1N, CO, CC(=O)O, Cl, [Na+], [Na+], O=C1CCCCC1. The product is CCOC(=O)C1CCCCC1NC1CCCCC1. Reaction SMILES: [C:21]([BH3-:22])#[N:23].[C:25](=[O:26])([OH:27])[O-:28].[CH2:2]([CH3:3])[O:4][C:5](=[O:6])[CH:7]1[CH:8]([NH2:13])[CH2:9][CH2:10][CH2:11][CH2:12]1.[CH3:30][OH:31].[CH3:32][C:33](=[O:34])[OH:35].[ClH:1].[Na+:24].[Na+:29].[O:14]=[C:15]1[CH2:16][CH2:17][CH2:18][CH2:19][CH2:20]1>>[CH2:2]([CH3:3])[O:4][C:5](=[O:6])[CH:7]1[CH:8]([NH:13][CH:15]2[CH2:16][CH2:17][CH2:18][CH2:19][CH2:20]2)[CH2:9][CH2:10][CH2:11][CH2:12]1. The reactants are C(=O)C1=CC=C(C=C1)[C@H]1CN(CCO1)C(=O)OC(C)(C)C ((S)-tert-Butyl 2-(4-formylphenyl)morpholine-4-carboxylate), FC1=CC=C(C(=O)NN)C=C1 (4-fluorobenzohydrazide). The solvent is C(C)O (ethanol). Reaction conditions: time 2 hour. Product: FC1=CC=C(C(=O)NN=CC2=CC=C(C=C2)[C@H]2CN(CCO2)C(=O)OC(C)(C)C)C=C1 ((S)-tert-Butyl 2-(4-((2-(4-fluorobenzoyl)hydrazono)methyl)phenyl)morpholine-4-carboxylate). The yield is 57.6%. RXN SMILES: [CH:1]([C:3]1[CH:8]=[CH:7][C:6]([C@@H:9]2[O:14][CH2:13][CH2:12][N:11]([C:15]([O:17][C:18]([CH3:21])([CH3:20])[CH3:19])=[O:16])[CH2:10]2)=[CH:5][CH:4]=1)=O.[F:22][C:23]1[CH:32]=[CH:31][C:26]([C:27]([NH:29][NH2:30])=[O:28])=[CH:25][CH:24]=1>C(O)C>[F:22][C:23]1[CH:32]=[CH:31][C:26]([C:27]([NH:29][N:30]=[CH:1][C:3]2[CH:8]=[CH:7][C:6]([C@@H:9]3[O:14][CH2:13][CH2:12][N:11]([C:15]([O:17][C:18]([CH3:21])([CH3:20])[CH3:19])=[O:16])[CH2:10]3)=[CH:5][CH:4]=2)=[O:28])=[CH:25][CH:24]=1. Procedure details: (S)-tert-Butyl 2-(4-formylphenyl)morpholine-4-carboxylate (120 mg, 0.41 mmol) and 4-fluorobenzohydrazide (64 mg, 0.41 mmol) were dissolved in ethanol (2 ml) and stirred for 2 h at room temperature. The solvent was evaporated and ether/ethanol (3:1) was added to precipitate the product. The crystals were filtered off to yield a white solid (101 mg, 58%). MS (ISP): 327.1 ([M-tBu+H]+). The reactants are O=C([O-])[O-], CN(C)C=O, CCc1nccc(NC(=O)Cc2ccc(O)cc2)c1Cl, O=[N+]([O-])c1ccc(Cl)nc1, [K+], [K+], [Na+], O, Cc1ccc(S(=O)[O-])cc1. The product is CCc1nccc(NC(=O)Cc2ccc(Oc3ccc([N+](=O)[O-])cn3)cc2)c1Cl. As a reaction SMILES: [C:21](=[O:22])([O-:23])[O-:24].[CH3:48][N:49]([CH3:50])[CH:51]=[O:52].[Cl:1][c:2]1[c:3]([CH2:19][CH3:20])[n:4][cH:5][cH:6][c:7]1[NH:8][C:9]([CH2:10][c:11]1[cH:12][cH:13][c:14]([OH:17])[cH:15][cH:16]1)=[O:18].[Cl:27][c:28]1[n:29][cH:30][c:31]([N+:34](=[O:35])[O-:36])[cH:32][cH:33]1.[K+:25].[K+:26].[Na+:47].[OH2:53].[c:37]1([CH3:38])[cH:39][cH:40][c:41]([S:42]([O-:43])=[O:44])[cH:45][cH:46]1>>[Cl:1][c:2]1[c:3]([CH2:19][CH3:20])[n:4][cH:5][cH:6][c:7]1[NH:8][C:9]([CH2:10][c:11]1[cH:12][cH:13][c:14]([O:17][c:28]2[n:29][cH:30][c:31]([N+:34](=[O:35])[O-:36])[cH:32][cH:33]2)[cH:15][cH:16]1)=[O:18]. Starting materials: C(C)(C)(C)N1N=CC(=C1)NC(=O)NC1=C(C=C(C(=C1)C1=CC2=C(N=C(N=C2)NC)N(C1=O)C)C)F (1-(1-tert-butyl-1H-pyrazol-4-yl)-3-(2-fluoro-4-methyl-5-(8-methyl-2-(methylamino)-7-oxo-7,8-dihydropyrido[2,3-d]pyrimidin-6-yl)phenyl)urea), C1(CC1)N (cyclopropanamine). Run in C1CCOC1 (THF). The product is C(C)(C)(C)N1N=CC(=C1)NC(=O)NC1=C(C=C(C(=C1)C1=CC2=C(N=C(N=C2)NC2CC2)N(C1=O)C)C)F (1-(1-tert-butyl-1H-pyrazol-4-yl)-3-(5-(2-(cyclopropylamino)-8-methyl-7-oxo-7,8-dihydropyrido[2,3-d]pyrimidin-6-yl)-2-fluoro-4-methylphenyl)urea). Yield: 63.2%. As a reaction SMILES: [C:1]([N:5]1[CH:9]=[C:8]([NH:10][C:11]([NH:13][C:14]2[CH:19]=[C:18]([C:20]3[C:31](=[O:32])[N:30]([CH3:33])[C:23]4[N:24]=[C:25]([NH:28][CH3:29])[N:26]=[CH:27][C:22]=4[CH:21]=3)[C:17]([CH3:34])=[CH:16][C:15]=2[F:35])=[O:12])[CH:7]=[N:6]1)([CH3:4])([CH3:3])[CH3:2].[CH:36]1(N)C[CH2:37]1>C1COCC1>[C:1]([N:5]1[CH:9]=[C:8]([NH:10][C:11]([NH:13][C:14]2[CH:19]=[C:18]([C:20]3[C:31](=[O:32])[N:30]([CH3:33])[C:23]4[N:24]=[C:25]([NH:28][CH:29]5[CH2:37][CH2:36]5)[N:26]=[CH:27][C:22]=4[CH:21]=3)[C:17]([CH3:34])=[CH:16][C:15]=2[F:35])=[O:12])[CH:7]=[N:6]1)([CH3:3])([CH3:2])[CH3:4]. Procedure: Using general method E, 1-(1-tert-butyl-1H-pyrazol-4-yl)-3-(2-fluoro-4-methyl-5-(8-methyl-2-(methylsulfinyl)-7-oxo-7,8-dihydropyrido[2,3-d]pyrimidin-6-yl)phenyl)urea from Example 109 (0.081 g, 0.16 mmol) and cyclopropanamine (0.027 g, 0.48 mmol) were combined in THF (1 mL) to provide 1-(1-tert-butyl-1H-pyrazol-4-yl)-3-(5-(2-(cyclopropylamino)-8-methyl-7-oxo-7,8-dihydropyrido[2,3-d]pyrimidin-6-yl)-2-fluoro-4-methylphenyl)urea as a white solid (0.051 g, 64% yield). 1H NMR (400 MHz, DMSO-d6): δ 8.6... Starting materials: C1(=CC=CC=C1)P(Cl)C1=CC=CC=C1 (diphenyl chlorophosphine), O (water), CC1=C(C=O)C(=CC(=C1)C)C (2,4,6-trimethylbenzaldehyde), C[O-].[Na+] (sodium methylate). The solvent is C1(=CC=CC=C1)C (toluene), C1(=CC=CC=C1)C (toluene), CO (methanol). Conditions: time 1 hour. The product is OC(C1=C(C=C(C=C1C)C)C)P(C1=CC=CC=C1)(C1=CC=CC=C1)=O (α-hydroxy-(2,4,6-trimethylbenzyl)-diphenyl phosphine oxide). Yield: 95.0%. As a reaction SMILES: [OH2:1].[C:2]1([P:8]([C:10]2[CH:15]=[CH:14][CH:13]=[CH:12][CH:11]=2)Cl)[CH:7]=[CH:6][CH:5]=[CH:4][CH:3]=1.[CH3:16][C:17]1[CH:24]=[C:23]([CH3:25])[CH:22]=[C:21]([CH3:26])[C:18]=1[CH:19]=[O:20].C[O-].[Na+]>C1(C)C=CC=CC=1.CO>[OH:20][CH:19]([P:8](=[O:1])([C:10]1[CH:15]=[CH:14][CH:13]=[CH:12][CH:11]=1)[C:2]1[CH:7]=[CH:6][CH:5]=[CH:4][CH:3]=1)[C:18]1[C:21]([CH3:26])=[CH:22][C:23]([CH3:25])=[CH:24][C:17]=1[CH3:16] |f:3.4|. Procedure details: To a mixture of 9 g (0.5 mol) of water and 200 mL of toluene there were added 110 g (0.5 mol) of diphenyl chlorophosphine in 200 mL of toluene. The reaction mixture was extracted with 90 mL of 20 wt % strength caustic soda solution following a period of 1 h, and to the the organic phase of there were added 74 g (0.5 mol) of 2,4,6-trimethylbenzaldehyde and also 0.5 g of 30% strength sodium methylate solution in methanol. The product began to crystallize after 10 minutes, after which it was isolat... Procedure: 1-(4-Bromo-2-hydroxy-phenyl)ethanone (10.1 g, 47.0 mmol) was coupled with N—BOC-4-piperidone according to the procedure for preparation of Intermediate 1, Step A, giving 7-bromo-4-oxo-spiro[chromane-2,4′-piperidine]-1′-carboxylic acid tert-butyl ester (18 g) as an orange solid. Yields the product C(C)(C)(C)OC(=O)N1CCC2(CC1)OC1=CC(=CC=C1C(C2)=O)Br (7-bromo-4-oxo-spiro[chromane-2,4′-piperidine]-1′-carboxylic acid tert-butyl ester). Reactants: BrC1=CC(=C(C=C1)C(C)=O)O (1-(4-Bromo-2-hydroxy-phenyl)ethanone), C(=O)(OC(C)(C)C)N1CCC(CC1)=O (N—BOC-4-piperidone), COC(\C=C\C=1C=C2C(CC3(CCNCC3)OC2=CC1)=O)=O ((E)-3-{4-oxo-spiro[chromane-2,4′-piperidine]-6-yl}-acrylic acid methyl ester). Reaction SMILES: [Br:1][C:2]1[CH:7]=[CH:6][C:5]([C:8](=[O:10])[CH3:9])=[C:4]([OH:11])[CH:3]=1.[C:12]([N:19]1[CH2:24][CH2:23][C:22](=O)[CH2:21][CH2:20]1)([O:14][C:15]([CH3:18])([CH3:17])[CH3:16])=[O:13].COC(=O)/C=C/C1C=C2C(=CC=1)OC1(CCNCC1)CC2=O>>[C:15]([O:14][C:12]([N:19]1[CH2:24][CH2:23][C:22]2([CH2:9][C:8](=[O:10])[C:5]3[C:4](=[CH:3][C:2]([Br:1])=[CH:7][CH:6]=3)[O:11]2)[CH2:21][CH2:20]1)=[O:13])([CH3:18])([CH3:16])[CH3:17]. Starting materials: Fc1ccc(OCC2CO2)cc1, NCCc1ccc(NS(=O)(=O)c2ccccc2)cc1. Product: O=S(=O)(Nc1ccc(CCNCC(O)COc2ccc(F)cc2)cc1)c1ccccc1. Reaction SMILES: [F:20][c:21]1[cH:22][cH:23][c:24]([O:25][CH2:26][CH:27]2[O:28][CH2:29]2)[cH:30][cH:31]1.[NH2:1][CH2:2][CH2:3][c:4]1[cH:5][cH:6][c:7]([NH:10][S:11](=[O:12])(=[O:13])[c:14]2[cH:15][cH:16][cH:17][cH:18][cH:19]2)[cH:8][cH:9]1>>[NH:1]([CH2:2][CH2:3][c:4]1[cH:5][cH:6][c:7]([NH:10][S:11](=[O:12])(=[O:13])[c:14]2[cH:15][cH:16][cH:17][cH:18][cH:19]2)[cH:8][cH:9]1)[CH2:29][CH:27]([CH2:26][O:25][c:24]1[cH:23][cH:22][c:21]([F:20])[cH:31][cH:30]1)[OH:28]. The solvent is O1CCCC1 (tetrahydrofuran). RXN SMILES: [Cl:1][C:2]1[CH:7]=[CH:6][C:5]([OH:8])=[CH:4][CH:3]=1.[H-].[Na+].[I-].[K+].Br[CH:14]([C:19]1[CH:24]=[CH:23][C:22]([O:25][CH2:26][CH2:27][O:28][C:29]2[CH:34]=[CH:33][C:32]([Cl:35])=[CH:31][CH:30]=2)=[CH:21][CH:20]=1)[C:15]([O:17][CH3:18])=[O:16]>O1CCCC1>[CH3:18][O:17][C:15](=[O:16])[CH:14]([O:8][C:5]1[CH:6]=[CH:7][C:2]([Cl:1])=[CH:3][CH:4]=1)[C:19]1[CH:24]=[CH:23][C:22]([O:25][CH2:26][CH2:27][O:28][C:29]2[CH:34]=[CH:33][C:32]([Cl:35])=[CH:31][CH:30]=2)=[CH:21][CH:20]=1 |f:1.2,3.4|. The yield is 98.5%. Reactants: ClC1=CC=C(C=C1)O (p-chlorophenol), [H-].[Na+] (sodium hydride), [I-].[K+] (potassium iodide), BrC(C(=O)OC)C1=CC=C(C=C1)OCCOC1=CC=C(C=C1)Cl (methyl bromo{p-[2-(p-chlorophenoxy)ethoxy]phenyl}acetate). Yields the product COC(C(C1=CC=C(C=C1)OCCOC1=CC=C(C=C1)Cl)OC1=CC=C(C=C1)Cl)=O (Methyl(p-chlorophenoxy){p-[2-(p-chlorophenoxy)ethoxy]phenyl}acetate). Reported procedure: As described in Example 5, a mixture of 2.52 g of p-chlorophenol, 0.785 g of 60% sodium hydride-oil dispersion, 3.60 g of potassium iodide and 7.8 g of methyl bromo{p-[2-(p-chlorophenoxy)ethoxy]phenyl}acetate in 70 ml of tetrahydrofuran are refluxed for 18 hours and worked up to give 8.6 g of oil. The oil is triturated with hexane to give 6.9 g of tan crystals. Two recrystallizations from methanol gives the product as white crystals, mp 97°-112° C. Reactants: [Cl-].CC1COCC([NH2+]1)C (3,5-dimethyl-1,4-oxazinan-4-ium chloride), BrCCN1C(C=2C(C1=O)=CC=CC2)=O (N(2-bromoethyl) phthalimide). Product: CC1COCC(N1CCN1C(C2=CC=CC=C2C1=O)=O)C (2-[2-(3,5-dimethylmorpholino)ethyl]-1H-isoindole-1,3(2H)-dione). Reaction SMILES: [Cl-].[CH3:2][CH:3]1[NH2+:8][CH:7]([CH3:9])[CH2:6][O:5][CH2:4]1.Br[CH2:11][CH2:12][N:13]1[C:17](=[O:18])[C:16]2=[CH:19][CH:20]=[CH:21][CH:22]=[C:15]2[C:14]1=[O:23]>>[CH3:9][CH:7]1[N:8]([CH2:11][CH2:12][N:13]2[C:14](=[O:23])[C:15]3[C:16](=[CH:19][CH:20]=[CH:21][CH:22]=3)[C:17]2=[O:18])[CH:3]([CH3:2])[CH2:4][O:5][CH2:6]1 |f:0.1|. Procedure: The title compound was prepared by a similar method to Preparation 6 from 3,5-dimethyl-1,4-oxazinan-4-ium chloride [see Preparation 10] and N(2-bromoethyl) phthalimide. The crude produce was purified by column chromatography on silica gel eluting with a solvent system of 8:1, by volume, hexane:ethyl acetate to afford 2-[2-(3,5-dimethylmorpholino)ethyl]-1H-isoindole-1,3(2H)-dione (455 mg) as an oil.